From a dataset of the Open Reaction Database (ORD), a public repository of structured organic reaction records. describe an organic reaction: reactants, conditions, products, and yield Reactants: [NH4+].[Cl-] (NH4Cl), [Li+].CC(C)[N-]C(C)C (LDA), C(C)(C)(C)OC(=O)C1CC1 (cyclopropanecarboxylic acid tert-butyl ester), C(C1=CC=CC=C1)Br (benzylbromide). Run in C1CCOC1 (THF), C1CCOC1 (THF), C1CCOC1 (THF). Run at time 8 hour. Yields the product C(C)(C)(C)OC(=O)C1(CC1)CC1=CC=CC=C1 (1-Benzyl-cyclopropanecarboxylic acid tert-butyl ester). As a reaction SMILES: [Li+].CC([N-]C(C)C)C.[C:9]([O:13][C:14]([CH:16]1[CH2:18][CH2:17]1)=[O:15])([CH3:12])([CH3:11])[CH3:10].[CH2:19](Br)[C:20]1[CH:25]=[CH:24][CH:23]=[CH:22][CH:21]=1.[NH4+].[Cl-]>C1COCC1>[C:9]([O:13][C:14]([C:16]1([CH2:19][C:20]2[CH:25]=[CH:24][CH:23]=[CH:22][CH:21]=2)[CH2:18][CH2:17]1)=[O:15])([CH3:12])([CH3:11])[CH3:10] |f:0.1,4.5|. Reported procedure: To a stirring solution of LDA (11 mL, 22 mmol, 2 M in THF) in THF (40 mL) under nitrogen is added drop wise at −75° C. a THF solution (10 mL) of the title A compound, cyclopropanecarboxylic acid tert-butyl ester (2.85 g, 20 mmol). The resulting mixture is stirred for 5 h at −75° C. before the addition of a THF solution (10 mL) of benzylbromide (3.8 mL, 32 mmol). The reaction mixture is allowed to reach room temperature overnight and poured into a saturated NH4Cl aqueous solution. The aqueous lay... Reactants: NC=1C=C2C(C(NC2=CC1N)=O)(C)C (5,6-diamino-3,3-dimethylindolin-2-one), C1(=CCCC1)C(=O)O ((1-cyclopenten-1-yl)-carboxylic acid), polyphosphoric acid. Product: CC1(C(NC2=CC3=C(N=C(N3)C3=CCCC3)C=C21)=O)C (7,7-Dimethyl-2-(1-cyclopenten-1-yl)-6,7-dihydro-3H,5H-pyrrolo[2,3-f]benzimidazol-6-one). RXN SMILES: [NH2:1][C:2]1[CH:3]=[C:4]2[C:8](=[CH:9][C:10]=1[NH2:11])[NH:7][C:6](=[O:12])[C:5]2([CH3:14])[CH3:13].[C:15]1([C:20](O)=O)[CH2:19][CH2:18][CH2:17][CH:16]=1>>[CH3:13][C:5]1([CH3:14])[C:4]2[C:8](=[CH:9][C:10]3[NH:11][C:20]([C:15]4[CH2:19][CH2:18][CH2:17][CH:16]=4)=[N:1][C:2]=3[CH:3]=2)[NH:7][C:6]1=[O:12]. Procedure: Analogously to Example 11, a mixture of 0.48 g. 5,6-diamino-3,3-dimethylindolin-2-one and 0.31 g. (1-cyclopenten-1-yl)-carboxylic acid is well stirred up with 4.5 g. warm polyphosphoric acid and then stirred for 30 minutes in a bath with a temperature of 200° C. After cooling, the reaction mixture is triturated with ice water, adjusted to pH 7-8 with concentrated aqueous ammonia solution and insoluble material is filtered off with suction, washed with water and dried, 0.51 g. of crude product th...